This data is from the Open Reaction Database (ORD), a public repository of structured organic reaction records. The task is: describe an organic reaction: reactants, conditions, products, and yield Reactants: NC=1C=C(C=CC1C)O (3-Amino-4-methylphenol), S(=O)(=O)(OCC(F)(F)F)C1=CC=C(C)C=C1 (trifluoroethyl tosylate), needles. Conditions: time 5 hour. Yields the product FC(CNC=1C=C(C=CC1C)O)(F)F (3-trifluoroethylamino-4-methylphenol). RXN SMILES: [NH2:1][C:2]1[CH:3]=[C:4]([OH:9])[CH:5]=[CH:6][C:7]=1[CH3:8].S(C1C=CC(C)=CC=1)(O[CH2:14][C:15]([F:18])([F:17])[F:16])(=O)=O>>[F:16][C:15]([F:18])([F:17])[CH2:14][NH:1][C:2]1[CH:3]=[C:4]([OH:9])[CH:5]=[CH:6][C:7]=1[CH3:8]. Reported procedure: 3-Amino-4-methylphenol (9.84 g; 0.08 mole) and trifluoroethyl tosylate (20.32 g; 0.08 mole) were mixed in a 500 ml round-bottomed flask and the flask purged with nitrogen. A short air condenser was added, the nitrogen stream was slowed and located towards the top of the condenser, and the flask was immersed in an oil bath at 200° C. A temperature in the range of 150°-250° C. is acceptable. After the molten reagents had been swirled to complete mixing, the heating was continued for five hours. Th... Reactants: FC1=C(OC2=C3C(=NC=C2)C=C(S3)C(=O)NCCN(C(OC(C)(C)C)=O)C)C=CC(=C1)NC(=S)NC(CC1=CC=CC=C1)=O (tert-Butyl 2-(7-(2-fluoro-4-(3-(2-phenylacetyl)thioureido)phenoxy)thieno[3,2-b]pyridine-2-carboxamido)ethyl(methyl)carbamate), Cl.FC1=C(OC2=C3C(=NC=C2)C=C(S3)C(=O)NC[C@@H]3CNCC3)C=CC(=C1)NC(=S)NC(CC1=CC=CC=C1)=O ((S)-7-(2-Fluoro-4-(3-(2-phenylacetyl)thioureido)phenoxy)-N-(pyrrolidin-3-ylmethyl)thieno[3,2-b]pyridine-2-carboxamide hydrochloride). Yields the product Cl.FC1=C(OC2=C3C(=NC=C2)C=C(S3)C(=O)NCCNC)C=CC(=C1)NC(=S)NC(CC1=CC=CC=C1)=O (7-(2-Fluoro-4-(3-(2-phenylacetyl)thioureido)phenoxy)-N-(2-(methylamino)ethyl)thieno[3,2-b]pyridine-2-carboxamide hydrochloride), Cl (HCl), 1H. Yield: 65.0%. Reaction SMILES: [ClH:1].FC1C=C(NC(NC(=O)CC2C=CC=CC=2)=S)C=CC=1OC1C=CN=C2C=C(C(NC[C@H]3CCNC3)=O)SC=12.[F:41][C:42]1[CH:71]=[C:70]([NH:72][C:73]([NH:75][C:76](=[O:84])[CH2:77][C:78]2[CH:83]=[CH:82][CH:81]=[CH:80][CH:79]=2)=[S:74])[CH:69]=[CH:68][C:43]=1[O:44][C:45]1[CH:50]=[CH:49][N:48]=[C:47]2[CH:51]=[C:52]([C:54]([NH:56][CH2:57][CH2:58][N:59](C)[C:60](=O)OC(C)(C)C)=[O:55])[S:53][C:46]=12>>[ClH:1].[F:41][C:42]1[CH:71]=[C:70]([NH:72][C:73]([NH:75][C:76](=[O:84])[CH2:77][C:78]2[CH:79]=[CH:80][CH:81]=[CH:82][CH:83]=2)=[S:74])[CH:69]=[CH:68][C:43]=1[O:44][C:45]1[CH:50]=[CH:49][N:48]=[C:47]2[CH:51]=[C:52]([C:54]([NH:56][CH2:57][CH2:58][NH:59][CH3:60])=[O:55])[S:53][C:46]=12.[ClH:1] |f:0.1,3.4|. Reported procedure: Following the procedure described above for the synthesis of 137a but replacing compound 135b with compound 138, title compound 137b was obtained as an HCl salt in 65% yield 1H NMR (400 MHz, DMSO-d6 ppm: 12.49(s, 1H), 11.83(s, 1H), 9.39(t, J=5.2Hz, 1H), 8.80(bs, 1H), 8.62(d, J=5.6 Hz, 1H), 8.39(s, 1H), 8.04(d, J=11.6 Hz, 1H), 7.97(bs, 1H), 7.58-7.50(m, 2H), 7.37-7.31(m, 4H), 7.31-7.24(m, 1H), 6.80(d, J=5.6 Hz, 1H), 3.78-3.71(m, 0.5H), 3.61(q, J=6.0 Hz, 1H), 3.21-3.24(m, 0.5H), 3.18-3.04(m, 2H), ...